From a dataset of the Open Reaction Database (ORD), a public repository of structured organic reaction records. describe an organic reaction: reactants, conditions, products, and yield Reactants: NC(=S)N (thiourea), C(C)(=O)[O-].[Na+] (sodium acetate), CON=C(C(=O)OCC)C(=O)CCl (Ethyl 2-methoxyimino-4-chloroacetoacetate), C([O-])(O)=O.[Na+] (sodium bicarbonate). Run in CO (methanol), O (water). Run at time 35 minute. Product: CON=C(C(=O)OCC)C=1N=C(SC1)N (ethyl 2-methoxyimino-2-(2-amino-1,3-thiazol-4-yl)acetate). Isolated yield 68.5%. Reaction SMILES: [CH3:1][O:2][N:3]=[C:4]([C:10]([CH2:12]Cl)=O)[C:5]([O:7][CH2:8][CH3:9])=[O:6].[NH2:14][C:15]([NH2:17])=[S:16].C([O-])(=O)C.[Na+].C(=O)(O)[O-].[Na+]>CO.O>[CH3:1][O:2][N:3]=[C:4]([C:10]1[N:14]=[C:15]([NH2:17])[S:16][CH:12]=1)[C:5]([O:7][CH2:8][CH3:9])=[O:6] |f:2.3,4.5|. Procedure details: Ethyl 2-methoxyimino-4-chloroacetoacetate (syn isomer) (50 g.) was added over 3 minutes with stirring at ambient temperature to a solution of thiourea (18.4 g.) and sodium acetate (19.8 g.) in a mixture of methanol (250 ml.) and water (250 ml.). After stirring for 35 minutes at 40° to 45° C., the reaction mixture was cooled with ice and adjusted to pH 6.3 with a saturated aqueous solution of sodium bicarbonate. After stirring for 30 minutes at the same temperature, precipitates were collected by... Reactants: [N+](=[N-])(C(=O)[O-])C(=O)OCC (ethyl diazodicarboxylate), S1CCC(CC1)=O (tetrahydrothiopyran-4-one), B(F)(F)F.CCOCC (boron trifluoride etherate). The solvent is C(C)OCC (diethyl ether), CCOCC (ether), C(C)OCC (diethyl ether). Reaction conditions: temperature -30 celsius. The product is O=C1C(CCSCC1)C(=O)OCC (ethyl 5-oxothiepane-4-carboxylate). RXN SMILES: [S:1]1[CH2:6][CH2:5][C:4](=[O:7])[CH2:3][CH2:2]1.B(F)(F)F.[CH3:12]COCC.[N+]([C:22]([O:24][CH2:25][CH3:26])=[O:23])(C([O-])=O)=[N-]>CCOCC>[O:7]=[C:4]1[CH2:5][CH2:6][S:1][CH2:12][CH2:2][CH:3]1[C:22]([O:24][CH2:25][CH3:26])=[O:23] |f:1.2|. Procedure details: To a cold solution (−30° C.) of tetrahydrothiopyran-4-one (5.0 g, 43.0 mmol) in anhydrous ether, were simultaneously added a solution of boron trifluoride etherate (5.4 ml, 43.0 mmol) in diethyl ether (4.6 ml) and a solution of ethyl diazodicarboxylate (5.8 ml, 55.9 mmol) in diethyl ether (4.6 ml) over 1.5 hours via a syringe pump. Upon completion of additions, the reaction mixture was allowed to stir for an additional hour at −30° C. and then warmed to room temperature. The reaction mixture was... Reactants: CN(N)C(=O)OC(C)(C)C (tert-butyl 1-methylhydrazinecarboxylate), ClC\C=C/CCl ((2Z)-1,4-dichloro-2-butene). The product is N1(CC=CC1)N(C(OC(C)(C)C)=O)C (tert-butyl 2,5-dihydro-1H-pyrrol-1-yl(methyl)carbamate). Isolated yield 86.3%. RXN SMILES: [CH3:1][N:2]([C:4]([O:6][C:7]([CH3:10])([CH3:9])[CH3:8])=[O:5])[NH2:3].Cl[CH2:12]/[CH:13]=[CH:14]\[CH2:15]Cl>>[N:3]1([N:2]([CH3:1])[C:4](=[O:5])[O:6][C:7]([CH3:10])([CH3:9])[CH3:8])[CH2:15][CH:14]=[CH:13][CH2:12]1. Procedure: Using tert-butyl 1-methylhydrazinecarboxylate (5.00 g, 34.2 mmol) and (2Z)-1,4-dichloro-2-butene (3.6 ml, 34.2 mmol), and according to the method of Reference Example 35, step A, the title compound (5.85 g, yield 86%) was obtained as a yellow oil. The reactants are C(C)(=O)N1CCN(CC1)C=1C=CC(=NC1)NC(CC1=CC=C(C=C1)I)=O (N-(5-(4-acetylpiperazin-1-yl)pyridin-2-yl)-2-(4-iodophenyl)acetamide), FC1=NC=CC(=C1)B(O)O (2-fluoropyridin-4-ylboronic acid), C(=O)([O-])[O-].[Na+].[Na+] (Na2CO3), C(C)O (ethanol). Reagents/catalysts: C=1C=CC(=CC1)[P](C=2C=CC=CC2)(C=3C=CC=CC3)[Pd]([P](C=4C=CC=CC4)(C=5C=CC=CC5)C=6C=CC=CC6)([P](C=7C=CC=CC7)(C=8C=CC=CC8)C=9C=CC=CC9)[P](C=1C=CC=CC1)(C=1C=CC=CC1)C=1C=CC=CC1 (Pd(PPh3)4). Run in C1(=CC=CC=C1)C (toluene). Run at temperature 110 celsius, time 16 hour. Yields the product C(C)(=O)N1CCN(CC1)C=1C=CC(=NC1)NC(CC1=CC=C(C=C1)C1=CC(=NC=C1)F)=O (N-(5-(4-acetylpiperazin-1-yl)pyridin-2-yl)-2-(4-(2-fluoropyridin-4-yl)phenyl)acetamide). RXN SMILES: [C:1]([N:4]1[CH2:9][CH2:8][N:7]([C:10]2[CH:11]=[CH:12][C:13]([NH:16][C:17](=[O:26])[CH2:18][C:19]3[CH:24]=[CH:23][C:22](I)=[CH:21][CH:20]=3)=[N:14][CH:15]=2)[CH2:6][CH2:5]1)(=[O:3])[CH3:2].[F:27][C:28]1[CH:33]=[C:32](B(O)O)[CH:31]=[CH:30][N:29]=1.C([O-])([O-])=O.[Na+].[Na+].C(O)C>C1C=CC([P]([Pd]([P](C2C=CC=CC=2)(C2C=CC=CC=2)C2C=CC=CC=2)([P](C2C=CC=CC=2)(C2C=CC=CC=2)C2C=CC=CC=2)[P](C2C=CC=CC=2)(C2C=CC=CC=2)C2C=CC=CC=2)(C2C=CC=CC=2)C2C=CC=CC=2)=CC=1.C1(C)C=CC=CC=1>[C:1]([N:4]1[CH2:9][CH2:8][N:7]([C:10]2[CH:11]=[CH:12][C:13]([NH:16][C:17](=[O:26])[CH2:18][C:19]3[CH:24]=[CH:23][C:22]([C:32]4[CH:31]=[CH:30][N:29]=[C:28]([F:27])[CH:33]=4)=[CH:21][CH:20]=3)=[N:14][CH:15]=2)[CH2:6][CH2:5]1)(=[O:3])[CH3:2] |f:2.3.4,^1:49,51,70,89|. Procedure details: To a sealed tube was added N-(5-(4-acetylpiperazin-1-yl)pyridin-2-yl)-2-(4-iodophenyl)acetamide 177-2 (520 mg, 1.1 mmol), 2-fluoropyridin-4-ylboronic acid 178-1 (237 mg, 1.6 mmol), Pd(PPh3)4 (65 mg, 0.055 mmol), saturated Na2CO3 (5 mL), ethanol (5 mL) and toluene (15 mL). The reaction was heated to 110° C. and stirred for 16 hours. The reaction was cooled down to room temperature, then extracted with ethyl acetate. The crude product was purified by silica-gel flash chromatography, eluted with et... The reactants are C[Si](C)(C)CCOCn1cnc(Cl)c1C(=O)NCc1ccc(Cl)c(Oc2cc(C#N)cc(C(=O)O)c2)c1F, ClCCl, O=C(O)C(F)(F)F. The product is N#Cc1cc(Oc2c(Cl)ccc(CNC(=O)c3[nH]cnc3Cl)c2F)cc(C(=O)O)c1. RXN SMILES: [Cl:1][c:2]1[cH:3][cH:4][c:5]([CH2:21][NH:22][C:23](=[O:24])[c:25]2[c:26]([Cl:38])[n:27][cH:28][n:29]2[CH2:30][O:31][CH2:32][CH2:33][Si:34]([CH3:35])([CH3:36])[CH3:37])[c:6]([F:20])[c:7]1[O:8][c:9]1[cH:10][c:11]([C:12](=[O:13])[OH:14])[cH:15][c:16]([C:18]#[N:19])[cH:17]1.[Cl:46][CH2:47][Cl:48].[F:39][C:40]([F:41])([F:42])[C:43]([OH:44])=[O:45]>>[Cl:1][c:2]1[cH:3][cH:4][c:5]([CH2:21][NH:22][C:23](=[O:24])[c:25]2[c:26]([Cl:38])[n:27][cH:28][nH:29]2)[c:6]([F:20])[c:7]1[O:8][c:9]1[cH:10][c:11]([C:12](=[O:13])[OH:14])[cH:15][c:16]([C:18]#[N:19])[cH:17]1. The reactants are CN(C)C=O, CI, COC(=O)c1ccc2[nH]cc(Cc3ccc(Cl)cc3Cl)c2c1, [H-], [Na+]. Yields the product COC(=O)c1ccc2c(c1)c(Cc1ccc(Cl)cc1Cl)cn2C. RXN SMILES: [CH3:27][N:28]([CH3:29])[CH:30]=[O:31].[CH3:3][I:4].[Cl:5][c:6]1[c:7]([CH2:8][c:9]2[cH:10][nH:11][c:12]3[cH:13][cH:14][c:15]([C:18](=[O:19])[O:20][CH3:21])[cH:16][c:17]23)[cH:22][cH:23][c:24]([Cl:26])[cH:25]1.[H-:1].[Na+:2]>>[CH3:3][n:11]1[cH:10][c:9]([CH2:8][c:7]2[c:6]([Cl:5])[cH:25][c:24]([Cl:26])[cH:23][cH:22]2)[c:17]2[c:12]1[cH:13][cH:14][c:15]([C:18](=[O:19])[O:20][CH3:21])[cH:16]2.